This data is from the Open Reaction Database (ORD), a public repository of structured organic reaction records. The task is: describe an organic reaction: reactants, conditions, products, and yield Reactants: C(=O)(OC)CC=1C=C(C=C(C1)CC(=O)OC)O (3,5-di-(carbmethoxymethyl)phenol), C(=O)([O-])[O-].[K+].[K+] (K2CO3), C(C=CC1=CC=CC=C1)Br (cinnamylbromide). Solvent: CC(=O)C (acetone). Yields the product C(=O)(OC)CC1=CC(=CC(=C1)OCC=CC1=CC=CC=C1)CC(=O)OC (1,3-di-(carbomethoxymethyl)-5-cinnamyloxybenzene). Reaction SMILES: [C:1]([CH2:5][C:6]1[CH:7]=[C:8]([OH:17])[CH:9]=[C:10]([CH2:12][C:13]([O:15][CH3:16])=[O:14])[CH:11]=1)([O:3][CH3:4])=[O:2].C([O-])([O-])=O.[K+].[K+].[CH2:24](Br)[CH:25]=[CH:26][C:27]1[CH:32]=[CH:31][CH:30]=[CH:29][CH:28]=1>CC(C)=O>[C:1]([CH2:5][C:6]1[CH:7]=[C:8]([O:17][CH2:24][CH:25]=[CH:26][C:27]2[CH:32]=[CH:31][CH:30]=[CH:29][CH:28]=2)[CH:9]=[C:10]([CH2:12][C:13]([O:15][CH3:16])=[O:14])[CH:11]=1)([O:3][CH3:4])=[O:2] |f:1.2.3|. Procedure details: To a solution of 2.00 g (9.0 mmoles) if 3,5-di-(carbmethoxymethyl)phenol in 75 ml acetone is added 1.24 g (9.0 mmoles) of K2CO3 followed by 1.77 g (9.0 mmoles) of cinnamylbromide. This reaction mixture is refluxed for 2 hours, cooled to room temperature, filtered and concentrated down in vacuo. Purification by flash chromatography affords 1,3-di-(carbomethoxymethyl)-5-cinnamyloxybenzene which is used directly in the next step. Starting materials: CN(CCCl)CCCl, CO, Clc1ccccc1, Cl, Nc1cc([N+](=O)[O-])ccc1F. Product: CN1CCN(c2cc([N+](=O)[O-])ccc2F)CC1. RXN SMILES: [CH3:13][N:14]([CH2:15][CH2:16][Cl:20])[CH2:18][CH2:19][Cl:17].[CH3:28][OH:29].[Cl:21][c:22]1[cH:23][cH:24][cH:25][cH:26][cH:27]1.[ClH:12].[F:1][c:2]1[c:3]([NH2:11])[cH:4][c:5]([N+:8](=[O:9])[O-:10])[cH:6][cH:7]1>>[F:1][c:2]1[c:3]([N:11]2[CH2:16][CH2:15][N:14]([CH3:13])[CH2:18][CH2:19]2)[cH:4][c:5]([N+:8](=[O:9])[O-:10])[cH:6][cH:7]1. The reactants are N1=C(C=NC=C1)N1CCNCC1 (1-(2-pyrazinyl)piperazine), ClC1=C(C=CC=C1)N=C=S (2-chlorophenyl isothiocyanate). The solvent is CCOCC (ether), CCOCC (ether). Run at time 30 minute. The product is ClC1=C(NC(=S)N2CCN(CC2)C2=NC=CN=C2)C=CC=C1 (2'-Chloro-4-(2-pyrazinyl)-1-piperazinethiocarboxanilide). As a reaction SMILES: [N:1]1[CH:6]=[CH:5][N:4]=[CH:3][C:2]=1[N:7]1[CH2:12][CH2:11][NH:10][CH2:9][CH2:8]1.[Cl:13][C:14]1[CH:19]=[CH:18][CH:17]=[CH:16][C:15]=1[N:20]=[C:21]=[S:22]>CCOCC>[Cl:13][C:14]1[CH:19]=[CH:18][CH:17]=[CH:16][C:15]=1[NH:20][C:21]([N:10]1[CH2:9][CH2:8][N:7]([C:2]2[CH:3]=[N:4][CH:5]=[CH:6][N:1]=2)[CH2:12][CH2:11]1)=[S:22]. Procedure: To a solution of 4.92 g. of 1-(2-pyrazinyl)piperazine in 50 ml. of anhydrous ether is added dropwise a solution of 5.08 g. of 2-chlorophenyl isothiocyanate in 50 ml. of anhydrous ether over 5 minutes. The mixture isstirred for 30 minutes and the resulting solid is collected. This solid is recrystallized from 430 ml. of ethanol giving 7.41 g. of the desired product, m.p. 167°-169° C. The reactants are CC=1OCC(N1)(CCC1=CC=C(C=C1)OCCCCCC(F)(F)F)COP(OC(C)(C)C)(OC(C)(C)C)=O (phosphoric acid di-tert-butyl ester 2-methyl-4-{2-[4-(6,6,6-trifluoro-hexyloxy)-phenyl]-ethyl}-4,5-dihydro-oxazol-4-ylmethyl ester), Cl (HCl). Solvent: C(C)O (ethanol). Reaction conditions: temperature 85 celsius, time 2 hour. Yields the product NC(COP(O)(O)=O)(CCC1=CC=C(C=C1)OCCCCCC(F)(F)F)CO (phosphoric acid mono-{2-amino-2-hydroxymethyl-4-[4-(6,6,6-trifluoro-hexyloxy)-phenyl]-butyl}ester). Reaction SMILES: CC1[O:3][CH2:4][C:5]([CH2:25][O:26][P:27](=[O:38])([O:33]C(C)(C)C)[O:28]C(C)(C)C)([CH2:7][CH2:8][C:9]2[CH:14]=[CH:13][C:12]([O:15][CH2:16][CH2:17][CH2:18][CH2:19][CH2:20][C:21]([F:24])([F:23])[F:22])=[CH:11][CH:10]=2)[N:6]=1.Cl>C(O)C>[NH2:6][C:5]([CH2:4][OH:3])([CH2:7][CH2:8][C:9]1[CH:14]=[CH:13][C:12]([O:15][CH2:16][CH2:17][CH2:18][CH2:19][CH2:20][C:21]([F:24])([F:22])[F:23])=[CH:11][CH:10]=1)[CH2:25][O:26][P:27](=[O:28])([OH:33])[OH:38]. Reported procedure: To a solution of (2-Methyl-4-{2-[4-(6,6,6-trifluoro-hexyloxy)-phenyl]-ethyl}-4,5-dihydro-oxazol-4-yl)-methanol (300 mg, 0.80 mmol) and tetrazole (337.4 mg, 4.82 mmol, 6 eq., recrystallized from toluene) in dry THF (6 ml) is added 3-diethylamino-1,5-dihydrobenzo[e]-[1,3,2]dioxaphosphepine (433.5 μl, 1.56 mmol, 1.95 eq.). The reaction mixture is stirred under argon at room temperature for 3 h. Then, H2O2 (30%, 75 μl, 4.0 mmol, 5 eq.) is injected at 0° C. with vigorous stirring. The reaction mixtur... The reactants are [OH-].[Na+] (sodium hydroxide), Cl.N[C@@H](CCCCN)C(=O)O (lysine hydrochloride), C(OC)(OC)=O (dimethyl carbonate), [OH-].[Na+] (sodium hydroxide). Solvent: O (water). Conditions: temperature 14 celsius, time 7 hour. Product: N[C@@H](CCCCN)C(=O)O (lysine). As a reaction SMILES: Cl.[NH2:2][C@H:3]([C:9]([OH:11])=[O:10])[CH2:4][CH2:5][CH2:6][CH2:7][NH2:8].[OH-].[Na+].C(=O)(OC)OC>O>[NH2:2][C@H:3]([C:9]([OH:11])=[O:10])[CH2:4][CH2:5][CH2:6][CH2:7][NH2:8] |f:0.1,2.3|. Procedure: 372 g (2.0 mole) lysine hydrochloride in 900 g water are introduced into a 2 l stirred flask. A pH of 11.6 is adjusted by the addition of 152 g (3.8 mole) sodium hydroxide. After cooling to 13-15° C., 541 g (6.0 mole) dimethyl carbonate are added, and the reaction is initiated by intensive stirring. The reaction is finished after 7 h at this temperature. The pH was held constant throughout the reaction period at 11.5-11.7 by continuous dispensing of 430 ml sodium hydroxide (10%-concentration). The reactants are [OH-].[Na+].O (NaOH H2O), C1(CC1)NC1=C(C(=O)OCC)C=C(C(=N1)O)F (ethyl 2-cyclopropylamino-5-fluoro-6-hydroxynicotinate). Run in C(C)O (ethanol). The product is C1(CC1)NC1=C(C(=O)O)C=C(C(=N1)O)F (2-Cyclopropylamino-5-fluoro-6-hydroxynicotinic acid). Yield: 70.5%. Reaction SMILES: [OH-].[Na+].O.[CH:4]1([NH:7][C:8]2[N:18]=[C:17]([OH:19])[C:16]([F:20])=[CH:15][C:9]=2[C:10]([O:12]CC)=[O:11])[CH2:6][CH2:5]1>C(O)C>[CH:4]1([NH:7][C:8]2[N:18]=[C:17]([OH:19])[C:16]([F:20])=[CH:15][C:9]=2[C:10]([OH:12])=[O:11])[CH2:5][CH2:6]1 |f:0.1.2|. Reported procedure: To a solution of 95% ethanol (20 ml) and 2N NaOH/H2O (40 ml) was added 2.65 g of ethyl 2-cyclopropylamino-5-fluoro-6-hydroxynicotinate. The inital suspension was refluxed for a total of six hours, then cooled, and evaporated to a solid. The solid was dissolved in 30 ml of H2O and acidified to pH=1 with 2N HCl solution. The solid formed upon acidification was collected by filtration and washed with H2O to give the crude acid product. This product was triturated with hot 95% ethanol, filtered, and... Reactants: Cc1nc(-c2ccc(C(F)(F)F)cc2)sc1CCO, Cc1c[nH]c2cc(O)ccc12, CC(C)(C)OC(=O)N=NC(=O)OC(C)(C)C, c1ccc(P(c2ccccc2)c2ccccc2)cc1. Yields the product Cc1nc(-c2ccc(C(F)(F)F)cc2)sc1CCOc1ccc2c(C)c[nH]c2c1. As a reaction SMILES: [CH3:12][c:13]1[n:14][c:15](-[c:21]2[cH:22][cH:23][c:24]([C:27]([F:28])([F:29])[F:30])[cH:25][cH:26]2)[s:16][c:17]1[CH2:18][CH2:19][OH:20].[CH3:1][c:2]1[cH:3][nH:4][c:5]2[cH:6][c:7]([OH:11])[cH:8][cH:9][c:10]12.[N:50]([C:51]([O:52][C:53]([CH3:54])([CH3:55])[CH3:56])=[O:57])=[N:58][C:59]([O:60][C:61]([CH3:62])([CH3:63])[CH3:64])=[O:65].[c:31]1([P:32]([c:33]2[cH:34][cH:35][cH:36][cH:37][cH:38]2)[c:39]2[cH:40][cH:41][cH:42][cH:43][cH:44]2)[cH:45][cH:46][cH:47][cH:48][cH:49]1>>[CH3:1][c:2]1[cH:3][nH:4][c:5]2[cH:6][c:7]([O:11][CH2:19][CH2:18][c:17]3[c:13]([CH3:12])[n:14][c:15](-[c:21]4[cH:22][cH:23][c:24]([C:27]([F:28])([F:29])[F:30])[cH:25][cH:26]4)[s:16]3)[cH:8][cH:9][c:10]12.